Dataset: the Open Reaction Database (ORD), a public repository of structured organic reaction records. Task: describe an organic reaction: reactants, conditions, products, and yield RXN SMILES: [Br:32][c:33]1[cH:34][cH:35][c:36]2[c:37]3[c:38]([cH:39][n:40][c:41]2[cH:42]1)[n:43][c:44]([CH2:46][OH:47])[s:45]3.[CH2:60]1[O:61][CH2:62][CH2:63][CH2:64]1.[O:48]=[C:49]([O:50][CH2:51][CH3:52])[N:53]=[N:54][C:55]([O:56][CH2:57][CH3:58])=[O:59].[OH:1][N:2]1[C:3](=[O:12])[c:4]2[c:5]([cH:8][cH:9][cH:10][cH:11]2)[C:6]1=[O:7].[c:13]1([P:14]([c:15]2[cH:16][cH:17][cH:18][cH:19][cH:20]2)[c:21]2[cH:22][cH:23][cH:24][cH:25][cH:26]2)[cH:27][cH:28][cH:29][cH:30][cH:31]1>>[O:1]([N:2]1[C:3](=[O:12])[c:4]2[c:5]([cH:8][cH:9][cH:10][cH:11]2)[C:6]1=[O:7])[CH2:46][c:44]1[n:43][c:38]2[c:37]([c:36]3[cH:35][cH:34][c:33]([Br:32])[cH:42][c:41]3[n:40][cH:39]2)[s:45]1. Yields the product O=C1c2ccccc2C(=O)N1OCc1nc2cnc3cc(Br)ccc3c2s1. The reactants are OCc1nc2cnc3cc(Br)ccc3c2s1, C1CCOC1, CCOC(=O)N=NC(=O)OCC, O=C1c2ccccc2C(=O)N1O, c1ccc(P(c2ccccc2)c2ccccc2)cc1.